This data is from the Open Reaction Database (ORD), a public repository of structured organic reaction records. The task is: describe an organic reaction: reactants, conditions, products, and yield Starting materials: CCOC(=O)c1c(Cl)c2ccccc2n(C)c1=O, CN1CCNCC1, CCO, CCOCC, [Na+], [Na+], O=C([O-])[O-]. The product is CCOC(=O)c1c(N2CCN(C)CC2)c2ccccc2n(C)c1=O. RXN SMILES: [CH2:1]([CH3:2])[O:3][C:4](=[O:5])[c:6]1[c:7](=[O:18])[n:8]([CH3:17])[c:9]2[cH:10][cH:11][cH:12][cH:13][c:14]2[c:15]1[Cl:16].[CH3:19][N:20]1[CH2:21][CH2:22][NH:23][CH2:24][CH2:25]1.[CH3:32][CH2:33][OH:34].[CH3:35][CH2:36][O:37][CH2:38][CH3:39].[Na+:26].[Na+:27].[O-:28][C:29](=[O:30])[O-:31]>>[CH2:1]([CH3:2])[O:3][C:4](=[O:5])[c:6]1[c:7](=[O:18])[n:8]([CH3:17])[c:9]2[cH:10][cH:11][cH:12][cH:13][c:14]2[c:15]1[N:23]1[CH2:22][CH2:21][N:20]([CH3:19])[CH2:25][CH2:24]1. Starting materials: C=C1c2cc(Cl)ccc2SC1(O)COc1ccccc1, ClCCl, [Na+], [OH-]. Yields the product O=C(COc1ccccc1)C1CSc2ccc(Cl)cc21. RXN SMILES: [Cl:1][c:2]1[cH:3][c:4]2[c:5]([cH:19][cH:20]1)[S:6][C:7]([OH:10])([CH2:11][O:12][c:13]1[cH:14][cH:15][cH:16][cH:17][cH:18]1)[C:8]2=[CH2:9].[Cl:23][CH2:24][Cl:25].[Na+:22].[OH-:21]>>[Cl:1][c:2]1[cH:3][c:4]2[c:5]([cH:19][cH:20]1)[S:6][CH2:9][CH:8]2[C:7](=[O:10])[CH2:11][O:12][c:13]1[cH:14][cH:15][cH:16][cH:17][cH:18]1. Reactants: ClC1=C(C=C(CNC(=O)C2CC2)C=C1)CO (cyclopropanecarboxylic acid 4-chloro-3-hydroxymethyl-benzylamide). Reagents/catalysts: O=[Mn]=O (MnO2), O=[Mn]=O (MnO2), O=[Mn]=O (MnO2). Solvent: CC#N (CH3CN). Run at time 3 hour. Product: ClC1=C(C=C(CNC(=O)C2CC2)C=C1)C=O (Cyclopropanecarboxylic Acid 4-chloro-3-formyl-benzylamide). The yield is 94.1%. As a reaction SMILES: [Cl:1][C:2]1[CH:14]=[CH:13][C:5]([CH2:6][NH:7][C:8]([CH:10]2[CH2:12][CH2:11]2)=[O:9])=[CH:4][C:3]=1[CH2:15][OH:16]>CC#N.O=[Mn]=O>[Cl:1][C:2]1[CH:14]=[CH:13][C:5]([CH2:6][NH:7][C:8]([CH:10]2[CH2:11][CH2:12]2)=[O:9])=[CH:4][C:3]=1[CH:15]=[O:16]. Reported procedure: MnO2 (6.29 g, 72.0 mmol) was added to a sol. of cyclopropanecarboxylic acid 4-chloro-3-hydroxymethyl-benzylamide (3.47 g, 14.0 mmol) in CH3CN (300 mL) at rt. The mixture was stirred for 3 h at rt, and MnO2 (2.52 g, 29.0 mmol) was added again. The mixture was stirred for 1 h at rt, and MnO2 (1.26 g, 14.0 mmol) was added again. The mixture was stirred for 1.5 h, and was filtered through celite. The filtrate was evaporated under reduced pressure, and the residue was dried under high vacuum to yield... The reactants are O=C([O-])[O-], CC(OS(=O)(=O)C(F)(F)F)C(F)(F)F, [K+], [K+], CN(C)C=O, CS(=O)(=O)c1ccc(O)c(C(=O)O)c1. Yields the product CC(Oc1ccc(S(C)(=O)=O)cc1C(=O)O)C(F)(F)F. Reaction SMILES: [C:29](=[O:30])([O-:31])[O-:32].[F:15][C:16]([CH:17]([CH3:18])[O:19][S:20]([C:21]([F:22])([F:23])[F:24])(=[O:25])=[O:26])([F:27])[F:28].[K+:33].[K+:34].[O:35]=[CH:36][N:37]([CH3:38])[CH3:39].[OH:1][c:2]1[c:3]([C:4](=[O:5])[OH:6])[cH:7][c:8]([S:11](=[O:12])(=[O:13])[CH3:14])[cH:9][cH:10]1>>[O:1]([c:2]1[c:3]([C:4](=[O:5])[OH:6])[cH:7][c:8]([S:11](=[O:12])(=[O:13])[CH3:14])[cH:9][cH:10]1)[CH:17]([C:16]([F:15])([F:27])[F:28])[CH3:18].